This data is from the Open Reaction Database (ORD), a public repository of structured organic reaction records. The task is: describe an organic reaction: reactants, conditions, products, and yield Starting materials: FC=1C=C(C=C(C1)F)CC(=O)O (3,5-difluorophenylacetic acid), S(=O)(Cl)Cl (thionyl chloride). Yields the product FC=1C=C(C=C(C1)F)CC(=O)Cl (3,5-difluorophenylacetyl chloride). Reaction SMILES: [F:1][C:2]1[CH:3]=[C:4]([CH2:9][C:10]([OH:12])=O)[CH:5]=[C:6]([F:8])[CH:7]=1.S(Cl)([Cl:15])=O>>[F:1][C:2]1[CH:3]=[C:4]([CH2:9][C:10]([Cl:15])=[O:12])[CH:5]=[C:6]([F:8])[CH:7]=1. Procedure: A mixture 3,5-difluorophenylacetic acid (100 g, 0.58 mmol) and thionyl chloride (13.7M, 100 mL, 1.37 mol) was stirred for 15 hours at room temperature. Evaporation gave 3,5-difluorophenylacetyl chloride as an oily residue. A stirred suspension of aluminum chloride (154 g, 1.16 mmol) in 1 L of methylene chloride was cooled to -65° C. and the acid chloride in 200 mL of methylene chloride was added dropwise such that the reaction temperature did not exceed -60° C. Ethylene gas was bubbled through t... The reactants are ON=CC(C)(C)C1=NOC(=C1)NC(=O)[C@H]1N(CCC1)C1CCOCC1 ((S)-1-(tetrahydro-pyran-4-yl)-pyrrolidine-2-carboxylic acid [3-(2-hydroxyimino-1,1-dimethyl-ethyl)-isoxazol-5-yl]amide), FC(C(=O)OC(C(F)(F)F)=O)(F)F (trifluoroacetic anhydride). Reaction conditions: temperature 100 celsius, time 3 hour. Product: C(#N)C(C1=NOC(=C1)NC(=O)[C@H]1N(CCC1)C1CCOCC1)(C)C ((S)-1-(tetrahydro-pyran-4-yl)-pyrrolidine-2-carboxylic acid[3-(cyano-dimethyl-methyl)-isoxazol-5-yl]amide). Yield: 42.6%. As a reaction SMILES: O[N:2]=[CH:3][C:4]([C:7]1[CH:11]=[C:10]([NH:12][C:13]([C@@H:15]2[CH2:19][CH2:18][CH2:17][N:16]2[CH:20]2[CH2:25][CH2:24][O:23][CH2:22][CH2:21]2)=[O:14])[O:9][N:8]=1)([CH3:6])[CH3:5].FC(F)(F)C(OC(=O)C(F)(F)F)=O>>[C:3]([C:4]([CH3:6])([CH3:5])[C:7]1[CH:11]=[C:10]([NH:12][C:13]([C@@H:15]2[CH2:19][CH2:18][CH2:17][N:16]2[CH:20]2[CH2:21][CH2:22][O:23][CH2:24][CH2:25]2)=[O:14])[O:9][N:8]=1)#[N:2]. Reported procedure: 79.0 mg (0.23 mmol) of (S)-1-(tetrahydro-pyran-4-yl)-pyrrolidine-2-carboxylic acid [3-(2-hydroxyimino-1,1-dimethyl-ethyl)-isoxazol-5-yl]amide are added to 1.00 mL trifluoroacetic anhydride and stirred at 100° C. for 3 h. The solvent is removed under reduced pressure. The residue is purified by HPLC-MS to afford 32.6 mg of (S)-1-(tetrahydro-pyran-4-yl)-pyrrolidine-2-carboxylic acid[3-(cyano-dimethyl-methyl)-isoxazol-5-yl]amide. Yield: 44%; ESI-MS: 333 [M+H]+; HPLC (Rt): 0.66 min (method F); 1H-NM... Reactants: CI (Methyl iodide), ClC1=CC=C(CN2CCC(CC2)CNC(CNC(C2=CC(=CC=C2)C(F)(F)F)=O)=O)C=C1 (1-(4-chlorobenzyl)-4-[[N-[3-(trifluoromethyl)benzoyl]glycyl]aminomethyl]piperidine). The solvent is C(C)#N (acetonitrile). Reaction conditions: temperature 70 celsius, time 4 hour. Product: [I-].ClC1=CC=C(C[N+]2(CCC(CC2)CNC(CNC(C2=CC(=CC=C2)C(F)(F)F)=O)=O)C)C=C1 (1-(4-chlorobenzyl)-1-methyl-4-[[N-[3-(trifluoromethyl)benzoyl]glycyl]aminomethyl]piperidinium iodide). Reaction SMILES: [CH3:1][I:2].[Cl:3][C:4]1[CH:34]=[CH:33][C:7]([CH2:8][N:9]2[CH2:14][CH2:13][CH:12]([CH2:15][NH:16][C:17](=[O:32])[CH2:18][NH:19][C:20](=[O:31])[C:21]3[CH:26]=[CH:25][CH:24]=[C:23]([C:27]([F:30])([F:29])[F:28])[CH:22]=3)[CH2:11][CH2:10]2)=[CH:6][CH:5]=1>C(#N)C>[I-:2].[Cl:3][C:4]1[CH:34]=[CH:33][C:7]([CH2:8][N+:9]2([CH3:1])[CH2:14][CH2:13][CH:12]([CH2:15][NH:16][C:17](=[O:32])[CH2:18][NH:19][C:20](=[O:31])[C:21]3[CH:26]=[CH:25][CH:24]=[C:23]([C:27]([F:29])([F:30])[F:28])[CH:22]=3)[CH2:11][CH2:10]2)=[CH:6][CH:5]=1 |f:3.4|. Procedure details: Methyl iodide (28 mg, 0.20 mmol) was added to an acetonitrile (2.0 mL) solution of 1-(4-chlorobenzyl)-4-[[N-[3-(trifluoromethyl)benzoyl]glycyl]aminomethyl]piperidine. The resulting reaction mixture was stirred at 70° C. for 4 hours. The solvent was removed under reduced pressure to provide 1-(4-chlorobenzyl)-1-methyl-4-[[N-[3-(trifluoromethyl)benzoyl]glycyl]aminomethyl]piperidinium iodide as yellow oil. (31.7 mg, 71%). The purity was determined by RPLC/MS (99%). ESI/MS m/e 482.1 (M++H, C24H28ClF... Reactants: C(C)C1(C(N(C1=O)C(=O)NC(CCC)C1=CC=C(C=C1)C)OC1=CC=C(C(=O)O)C=C1)CC (4-((3,3-diethyl-1-(((1-(4-methylphenyl)butyl)amino)-carbonyl)-4-oxo-2-azetidinyl)oxy)benzoic acid), CN(C=O)C (dimethylformamide), C(C(=O)Cl)(=O)Cl (oxalyl chloride). Run in C(Cl)Cl (methylene chloride). Conditions: time 30 minute. The product is C(C)C1(C(N(C1=O)C(=O)NC(CCC)C1=CC=C(C=C1)C)OC1=CC=C(C(=O)Cl)C=C1)CC (4-((3,3-diethyl-1-((1-(4-methyl-phenyl)-butylamino)carbonyl)-4-oxo-2-azetidinyl)oxy)-benzoyl chloride). Reaction SMILES: [CH2:1]([C:3]1([CH2:32][CH3:33])[C:6](=[O:7])[N:5]([C:8]([NH:10][CH:11]([C:15]2[CH:20]=[CH:19][C:18]([CH3:21])=[CH:17][CH:16]=2)[CH2:12][CH2:13][CH3:14])=[O:9])[CH:4]1[O:22][C:23]1[CH:31]=[CH:30][C:26]([C:27](O)=[O:28])=[CH:25][CH:24]=1)[CH3:2].CN(C)C=O.C(Cl)(=O)C([Cl:42])=O>C(Cl)Cl>[CH2:1]([C:3]1([CH2:32][CH3:33])[C:6](=[O:7])[N:5]([C:8]([NH:10][CH:11]([C:15]2[CH:20]=[CH:19][C:18]([CH3:21])=[CH:17][CH:16]=2)[CH2:12][CH2:13][CH3:14])=[O:9])[CH:4]1[O:22][C:23]1[CH:31]=[CH:30][C:26]([C:27]([Cl:42])=[O:28])=[CH:25][CH:24]=1)[CH3:2]. Procedure: To a solution of 0.150 g of [S-(R*,S*)] 4-((3,3-diethyl-1-(((1-(4-methylphenyl)butyl)amino)-carbonyl)-4-oxo-2-azetidinyl)oxy)benzoic acid in 5 ml methylene chloride containing a catalytic amount of dimethylformamide is added 0.5 ml of oxalyl chloride. The mixture is stirred at room temperature for 30 minutes and then concentrated in vacuo to yield (S-(R*,S*))-4-((3,3-diethyl-1-((1-(4-methyl-phenyl)-butylamino)carbonyl)-4-oxo-2-azetidinyl)oxy)-benzoyl chloride. Starting materials: COCCBr, O=C([O-])[O-], [I-], [K+], [K+], [Na+], CN(C)C=O, COC(=O)c1ccc(O)cc1O. Product: COCCOc1ccc(C(=O)OC)c(O)c1. Reaction SMILES: [Br:13][CH2:14][CH2:15][O:16][CH3:17].[C:18](=[O:19])([O-:20])[O-:21].[I-:25].[K+:22].[K+:23].[Na+:24].[O:26]=[CH:27][N:28]([CH3:29])[CH3:30].[OH:1][c:2]1[c:3]([C:4](=[O:5])[O:6][CH3:7])[cH:8][cH:9][c:10]([OH:12])[cH:11]1>>[OH:1][c:2]1[c:3]([C:4](=[O:5])[O:6][CH3:7])[cH:8][cH:9][c:10]([O:12][CH2:14][CH2:15][O:16][CH3:17])[cH:11]1. Reactants: CC1=NC2=CC(=CC=C2C(=C1)Cl)C(F)(F)F (2-Methyl-4-chloro-7-(trifluoromethyl)quinoline), N1CCNCC1 (piperazine). Run in COCCCOCCCO (dipropyleneglycolmonomethylether). Conditions: temperature 140 celsius, time 8 hour. The product is CC1=NC2=CC(=CC=C2C(=C1)N1CCNCC1)C(F)(F)F (2-Methyl-4-piperazin-1-yl-7-(trifluoromethyl)quinoline). As a reaction SMILES: [CH3:1][C:2]1[CH:11]=[C:10](Cl)[C:9]2[C:4](=[CH:5][C:6]([C:13]([F:16])([F:15])[F:14])=[CH:7][CH:8]=2)[N:3]=1.[NH:17]1[CH2:22][CH2:21][NH:20][CH2:19][CH2:18]1>COCCCOCCCO>[CH3:1][C:2]1[CH:11]=[C:10]([N:17]2[CH2:22][CH2:21][NH:20][CH2:19][CH2:18]2)[C:9]2[C:4](=[CH:5][C:6]([C:13]([F:16])([F:15])[F:14])=[CH:7][CH:8]=2)[N:3]=1. Procedure: 2-Methyl-4-chloro-7-(trifluoromethyl)quinoline (1.1 g, 4.4 mmol) was dissolved in dipropyleneglycolmonomethylether, piperazine was added (12 g, 14 mmol) and the mixture was stirred at 140° C. overnight. The solvent was removed under reduced pressure and the residue purified by column chromatography (prepacked silica column, gradient ethyl acetate/methanol with the addition of 1% ammonia) to yield 1.07 g of a solid. (3.6 mmol, 82%) MS (APCI): m/z=295.8 [M+1]+.